Dataset: the Open Reaction Database (ORD), a public repository of structured organic reaction records. Task: describe an organic reaction: reactants, conditions, products, and yield Starting materials: NC=1C=C(C2=C(NC=N2)C1C)C#N (6-Amino-7-methyl-1H-benzimidazole-4-carbonitrile), CSC=1N(CCN1)C(=O)OC (4,5-Dihydro-2-(methylthio)-1H-imidazole-1-carboxylic Acid, Methyl Ester), CSC=1N(CCN1)C(=O)OC (4,5-Dihydro-2-(methylthio)-1H-imidazole-1-carboxylic Acid, Methyl Ester), NC=1C=C(C2=C(NC=N2)C1C)C#N (6-Amino-7-methyl-1H-benzimidazole-4-carbonitrile). Product: COC(=O)N1C(NCC1)=NC1=C(C2=C(NC=N2)C(=C1)C#N)C (2-(7-Cyano-4-methyl-1H-benzimidazol-5-yl-imino)-imidazolidine-1-carboxylic Acid Methyl Ester). As a reaction SMILES: [NH2:1][C:2]1[CH:3]=[C:4]([C:12]#[N:13])[C:5]2[N:9]=[CH:8][NH:7][C:6]=2[C:10]=1[CH3:11].CS[C:16]1[N:17]([C:21]([O:23][CH3:24])=[O:22])[CH2:18][CH2:19][N:20]=1>>[CH3:24][O:23][C:21]([N:17]1[CH2:18][CH2:19][NH:20][C:16]1=[N:1][C:2]1[CH:3]=[C:4]([C:12]#[N:13])[C:5]2[NH:9][CH:8]=[N:7][C:6]=2[C:10]=1[CH3:11])=[O:22]. Reported procedure: There are many suitable methods for coupling intermediate (10) with side chain 4,5-Dihydro-2-(methylthio)-1H-imidazole-1-carboxylic Acid, Methyl Ester (29). Referring to General Scheme (4), intermediate (10) is coupled to side chain (29) to yield intermediate 2-(7-Cyano-4-methyl-1H-benzimidazol-5-yl-imino)-imidazolidine-1-carboxylic Acid Methyl Ester (30), and thereafter deprotected to yield product 6-[(4,5-Dihydro-1H-imidazol-2-yl)amino-]-7-methyl-1H-benzimidazole-4-carbonitrile (31a) as the pr... The reactants are CC1=C(C(=CC(=C1)NC1=NN(C=C1)C1=CC=CC=C1)C)O (2,6-dimethyl-4-(1-phenyl-1H-pyrazol-3-yl)amino phenol), C(C)(=O)O (acetic acid), C=O (formaldehyde), C(#N)[BH3-].[Na+] (sodium cyanoborohydride). Solvent: C(C)#N (acetonitrile). Product: CC1=C(C(=CC(=C1)N(C1=NN(C=C1)C1=CC=CC=C1)C)C)O (2,6-dimethyl-4-[N-methyl-N-(1-phenyl-1H-pyrazol-3-yl) amino]phenol). As a reaction SMILES: [CH3:1][C:2]1[CH:7]=[C:6]([NH:8][C:9]2[CH:13]=[CH:12][N:11]([C:14]3[CH:19]=[CH:18][CH:17]=[CH:16][CH:15]=3)[N:10]=2)[CH:5]=[C:4]([CH3:20])[C:3]=1[OH:21].[C:22](O)(=O)C.C=O.C([BH3-])#N.[Na+]>C(#N)C>[CH3:1][C:2]1[CH:7]=[C:6]([N:8]([CH3:22])[C:9]2[CH:13]=[CH:12][N:11]([C:14]3[CH:19]=[CH:18][CH:17]=[CH:16][CH:15]=3)[N:10]=2)[CH:5]=[C:4]([CH3:20])[C:3]=1[OH:21] |f:3.4|. Procedure: To 2,6-dimethyl-4-(1-phenyl-1H-pyrazol-3-yl)amino phenol (8 g), acetic acid (2.8 ml), and aqueous 40% formaldehyde (3.1 ml) in acetonitrile (40 ml) was added sodium cyanoborohydride (5.4 g). After 2 hours the mixure was quenched with water and extracted with dichloromethane. The organic phase was washed with aqueous sodium bicarbonate solution, then water, dried, evaporated and chromatographed (silica, dichloromethane) to give the title product (3 g), mp 139°-140° (from ethanol).